This data is from the Open Reaction Database (ORD), a public repository of structured organic reaction records. The task is: describe an organic reaction: reactants, conditions, products, and yield Reported procedure: Ethyl N-(4-chloro-5-cyclopentyloxy-2-fluorophenyl)carbamate (10.0 g, 33.1 mmol), ethyl 3-ethoxy-2-hydroxy-3-methylbutanoate (9.44 g, 49.7 mmol), ferric chloride hexahydrate (90.2 mg, 0.03 mmol) and tributylamine (309.5 mg, 1.7 mmol) were introduced into a two-necked eggplant type flask (200 cc) equipped with a Dean Stark and a Dimroth condenser and heated at 205° C. (oil bath) for 10 hours with stirring. After completion of the reaction, the reaction solution was cooled to room temperature, tolu... RXN SMILES: [Cl:1][C:2]1[C:7]([O:8][CH:9]2[CH2:13][CH2:12][CH2:11][CH2:10]2)=[CH:6][C:5]([NH:14][C:15](=O)[O:16]CC)=[C:4]([F:20])[CH:3]=1.C(O[C:24]([CH3:33])([CH3:32])[CH:25]([OH:31])[C:26]([O:28]CC)=O)C.C(N(CCCC)CCCC)CCC>C1(C)C=CC=CC=1>[Cl:1][C:2]1[C:7]([O:8][CH:9]2[CH2:10][CH2:11][CH2:12][CH2:13]2)=[CH:6][C:5]([N:14]2[C:26](=[O:28])[C:25](=[C:24]([CH3:32])[CH3:33])[O:31][C:15]2=[O:16])=[C:4]([F:20])[CH:3]=1. Isolated yield 46.1%. Reactants: ClC1=CC(=C(C=C1OC1CCCC1)NC(OCC)=O)F (Ethyl N-(4-chloro-5-cyclopentyloxy-2-fluorophenyl)carbamate), C(C)OC(C(C(=O)OCC)O)(C)C (ethyl 3-ethoxy-2-hydroxy-3-methylbutanoate), ferric chloride hexahydrate, C(CCC)N(CCCC)CCCC (tributylamine). Run at temperature 205 celsius. The solvent is C1(=CC=CC=C1)C (toluene). The product is ClC1=CC(=C(C=C1OC1CCCC1)N1C(OC(C1=O)=C(C)C)=O)F (3-(4-chloro-5-cyclopentyloxy-2-fluorophenyl)-5-isopropylidene-1,3-oxazolidine-2,4-dione).